From a dataset of the Open Reaction Database (ORD), a public repository of structured organic reaction records. describe an organic reaction: reactants, conditions, products, and yield The reactants are O=C[C@H](O)[C@@H](O)[C@H](O)[C@H](O)CO (D-glucose), C(C(C)C)N (isobutylamine), ClCCN=C=O (2-chloroethyl isocyanate). Product: ClCCNC(=O)N(C1[C@H](O)[C@@H](O)[C@H](O)[C@H](O1)CO)CC(C)C (1-(2-chloroethyl)-3-isobutyl-3-D-glucopyranosylurea). Isolated yield 73.4%. As a reaction SMILES: O=[CH:2][C@@H:3]([C@H:5]([C@@H:7]([C@@H:9]([CH2:11][OH:12])[OH:10])[OH:8])[OH:6])[OH:4].[CH2:13]([NH2:17])[CH:14]([CH3:16])[CH3:15].[Cl:18][CH2:19][CH2:20][N:21]=[C:22]=[O:23]>>[Cl:18][CH2:19][CH2:20][NH:21][C:22]([N:17]([CH2:13][CH:14]([CH3:16])[CH3:15])[CH:2]1[O:10][C@H:9]([CH2:11][OH:12])[C@@H:7]([OH:8])[C@H:5]([OH:6])[C@H:3]1[OH:4])=[O:23]. Procedure: 3.6 g of D-glucose, 2.5 g of isobutylamine and 2.5 g of 2-chloroethyl isocyanate are treated in the same manner as described in Example 5-(1). 5.0 g of 1-(2-chloroethyl)-3-isobutyl-3-D-glucopyranosylurea are thereby obtained as colorless caramel. The reactants are FC1(CNCCC1)F (3,3-difluoropiperidine), C(C)(C)(C)N[SiH2]NC(C)(C)C (bis(t-butylamino)silane). Run at time 30 minute. Yields the product FC1(CN(CCC1)[SiH2]N1CC(CCC1)(F)F)F (bis(3,3-difluoropiperidino)silane). As a reaction SMILES: [F:1][C:2]1([F:8])[CH2:7][CH2:6][CH2:5][NH:4][CH2:3]1.C(N[SiH2:14][NH:15][C:16]([CH3:19])(C)C)(C)(C)C>>[F:1][C:2]1([F:8])[CH2:7][CH2:6][CH2:5][N:4]([SiH2:14][N:15]2[CH2:16][CH2:19][CH2:7][C:2]([F:8])([F:1])[CH2:3]2)[CH2:3]1. Reported procedure: A quantity of 0.1 mol 3,3-difluoropiperidine and 0.1 mol bis(t-butylamino)silane were mixed and stirred in a flask under the protection of nitrogen. Every 4 hours, the mixture was pumped with vacuum of 100 torr for 30 minutes. After 48 hours, the end-product bis(3,3-difluoropiperidino)silane was obtained by vacuum distillation at 118° C. / 10 torr. The reactants are CCCCCc1ccc(C(=O)Cl)cc1, CCCCCc1ccc(OC(=O)c2ccc(O)cc2Cl)cc1, c1ccncc1. Yields the product CCCCCc1ccc(OC(=O)c2ccc(OC(=O)c3ccc(CCCCC)cc3)cc2Cl)cc1. RXN SMILES: [CH2:23]([CH2:24][CH2:25][CH2:26][CH3:27])[c:28]1[cH:29][cH:30][c:31]([C:32](=[O:33])[Cl:34])[cH:35][cH:36]1.[Cl:1][c:2]1[c:3]([C:4](=[O:5])[O:6][c:7]2[cH:8][cH:9][c:10]([CH2:13][CH2:14][CH2:15][CH2:16][CH3:17])[cH:11][cH:12]2)[cH:18][cH:19][c:20]([OH:22])[cH:21]1.[cH:37]1[cH:38][cH:39][n:40][cH:41][cH:42]1>>[Cl:1][c:2]1[c:3]([C:4](=[O:5])[O:6][c:7]2[cH:8][cH:9][c:10]([CH2:13][CH2:14][CH2:15][CH2:16][CH3:17])[cH:11][cH:12]2)[cH:18][cH:19][c:20]([O:22][C:32]([c:31]2[cH:30][cH:29][c:28]([CH2:23][CH2:24][CH2:25][CH2:26][CH3:27])[cH:36][cH:35]2)=[O:33])[cH:21]1. Reactants: BrC=1C(NC=C(C1)Cl)=O (3-bromo-5-chloropyridin-2-one), O=P(Cl)(Cl)Cl (POCl3), ice water. Reported procedure: To a solution of 3-bromo-5-chloropyridin-2-one (84.3 g, 0.404 mol) in DMF (100 mL) was added POCl3 (56.5 mL, 0.61 mol) via dropping funnel over 3 hours at room temperature. The resulting black solution was then heated to 70° C. and allowed to stir for 3 days. After cooling to room temperature, the solution was poured into 1 L of ice/water, filtered, and the solid dried in a vacuum oven to provide 81.76 g (89%) of the desired 3-bromo-2,5-dichloropyridine as an off-white solid, m.p. 39-41° C.: IR(... Run at temperature 70 celsius, time 3 day. The yield is 89.2%. RXN SMILES: [Br:1][C:2]1[C:3](=O)[NH:4][CH:5]=[C:6]([Cl:8])[CH:7]=1.O=P(Cl)(Cl)[Cl:12]>CN(C=O)C>[Br:1][C:2]1[C:3]([Cl:12])=[N:4][CH:5]=[C:6]([Cl:8])[CH:7]=1. Run in CN(C)C=O (DMF). Yields the product BrC=1C(=NC=C(C1)Cl)Cl (3-bromo-2,5-dichloropyridine). Reactants: C[Mg]Cl, CCC(CC)=C(C(=O)OC)C(=O)OC, [Cl-], [Cu]I, [NH4+], C1CCOC1. Yields the product CCC(C)(CC)C(C(=O)OC)C(=O)OC. Reaction SMILES: [CH3:1][Mg:2][Cl:3].[CH3:4][O:5][C:6]([C:7]([C:8](=[O:9])[O:10][CH3:11])=[C:12]([CH2:13][CH3:14])[CH2:15][CH3:16])=[O:17].[Cl-:18].[Cu:25][I:26].[NH4+:19].[O:20]1[CH2:21][CH2:22][CH2:23][CH2:24]1>>[CH3:1][C:12]([CH:7]([C:6]([O:5][CH3:4])=[O:17])[C:8](=[O:9])[O:10][CH3:11])([CH2:13][CH3:14])[CH2:15][CH3:16]. Starting materials: ClC1=C(C=CC=C1)C=CC=1NC2=CC=C(C=C2C1)[N+](=O)[O-] (2-[2-(2-Chlorophenyl)ethenyl]-5-nitro-1H-indole), C1(C=CC(N1)=O)=O (maleimide). Product: ClC1=C(C=CC=C1)C1CC=2NC=3C=CC(=CC3C2C2C1C(NC2=O)=O)[N+](=O)[O-] (4-(2-Chlorophenyl)-9-nitro-4,5,6,10c-tetrahydropyrrolo[3,4-c]carbazole-1,3(2H,3aH)-dione). The yield is 74.0%. RXN SMILES: [Cl:1][C:2]1[CH:7]=[CH:6][CH:5]=[CH:4][C:3]=1[CH:8]=[CH:9][C:10]1[NH:11][C:12]2[C:17]([CH:18]=1)=[CH:16][C:15]([N+:19]([O-:21])=[O:20])=[CH:14][CH:13]=2.[C:22]1(=[O:28])[NH:26][C:25](=[O:27])[CH:24]=[CH:23]1>>[Cl:1][C:2]1[CH:7]=[CH:6][CH:5]=[CH:4][C:3]=1[CH:8]1[CH:24]2[C:25](=[O:27])[NH:26][C:22](=[O:28])[CH:23]2[C:18]2[C:17]3[CH:16]=[C:15]([N+:19]([O-:21])=[O:20])[CH:14]=[CH:13][C:12]=3[NH:11][C:10]=2[CH2:9]1. Procedure details: Reaction of the diene (905) prepared as described in example 455 with maleimide using the procedure described in example 68 gave the adduct (917) (74%) as a dark solid which was immediately aromatised. Yields the product NC1=C2N=C(N(C2=NC(=N1)SCC1=CC=C(C=C1)OC)CC1=CC=CC=C1)O (6-Amino-9-benzyl-8-hydroxy-2-[(4-methoxybenzyl)thio]purine). Conditions: time 3 hour. Reaction SMILES: [NH2:1][C:2]1[N:10]=[C:9]([SH:11])[N:8]=[C:7]2[C:3]=1[N:4]=[C:5]([OH:19])[N:6]2[CH2:12][C:13]1[CH:18]=[CH:17][CH:16]=[CH:15][CH:14]=1.C(=O)([O-])[O-].[K+].[K+].[CH3:26][O:27][C:28]1[CH:35]=[CH:34][C:31]([CH2:32]Cl)=[CH:30][CH:29]=1>CN(C)C=O>[NH2:1][C:2]1[N:10]=[C:9]([S:11][CH2:32][C:31]2[CH:34]=[CH:35][C:28]([O:27][CH3:26])=[CH:29][CH:30]=2)[N:8]=[C:7]2[C:3]=1[N:4]=[C:5]([OH:19])[N:6]2[CH2:12][C:13]1[CH:18]=[CH:17][CH:16]=[CH:15][CH:14]=1 |f:1.2.3|. The reactants are NC1=C2N=C(N(C2=NC(=N1)S)CC1=CC=CC=C1)O (6-amino-9-benzyl-8-hydroxy-2-mercaptopurine), C([O-])([O-])=O.[K+].[K+] (potassium carbonate), COC1=CC=C(CCl)C=C1 (4-methoxybenzyl chloride). The yield is 41.5%. Run in CN(C=O)C (dimethylformamide). Procedure details: Crude 6-amino-9-benzyl-8-hydroxy-2-mercaptopurine (134 mg, 0.49 mmol) was suspended in dimethylformamide (60 ml). To the suspension were added potassium carbonate (100 mg, 0.72 mmol) and 4-methoxybenzyl chloride (0.098 ml, 0.72 mmol) in order. The mixture was stirred at room temperature for 3 hours. The solvent was removed in vacuo, and the residue was purified by silica gel chromatography (3% methanol/chloroform) to give the subject compound (80 mg, yield 41%).